This data is from the Open Reaction Database (ORD), a public repository of structured organic reaction records. The task is: describe an organic reaction: reactants, conditions, products, and yield Reactants: C([O-])(O)=O.[Na+] (sodium bicarbonate), CN(C#N)C1=CC=C(C=C1)OCC1=CC=CC=C1 (N-Methyl-4-benzyloxyphenylcyanamide), Cl.NC1=C(C=CC=C1)C1=CC=CC=C1 (2-aminobiphenyl hydrochloride), O (water). Run in C1=C(C=CC=C1O)C (m-cresol). Product: C(C1=CC=CC=C1)OC1=CC=C(C=C1)N(C(=N)NC1=C(C=CC=C1)C1=CC=CC=C1)C (N-(4-benzyloxyphenyl)-N'-(2-biphenylyl)-N-methylguanidine). RXN SMILES: [CH3:1][N:2]([C:5]1[CH:10]=[CH:9][C:8]([O:11][CH2:12][C:13]2[CH:18]=[CH:17][CH:16]=[CH:15][CH:14]=2)=[CH:7][CH:6]=1)[C:3]#[N:4].Cl.[NH2:20][C:21]1[CH:26]=[CH:25][CH:24]=[CH:23][C:22]=1[C:27]1[CH:32]=[CH:31][CH:30]=[CH:29][CH:28]=1.O.C(=O)(O)[O-].[Na+]>C1C(O)=CC=CC=1C>[CH2:12]([O:11][C:8]1[CH:9]=[CH:10][C:5]([N:2]([CH3:1])[C:3]([NH:20][C:21]2[CH:26]=[CH:25][CH:24]=[CH:23][C:22]=2[C:27]2[CH:28]=[CH:29][CH:30]=[CH:31][CH:32]=2)=[NH:4])=[CH:6][CH:7]=1)[C:13]1[CH:18]=[CH:17][CH:16]=[CH:15][CH:14]=1 |f:1.2,4.5|. Procedure details: N-Methyl-4-benzyloxyphenylcyanamide (3.6 g) was added to a suspension of 2-aminobiphenyl hydrochloride (3 g) in m-cresol (8 ml) and the mixture was heated at 90°-95° C. for 3 hours and then added to water. The aqueous layer was basified with solid sodium bicarbonate and extracted with ether. The extract was dried (Na2SO4) and the solvent removed to give a residue which was extracted into boiling hexane to yield N-(4-benzyloxyphenyl)-N'-(2-biphenylyl)-N-methylguanidine. Starting materials: C(C)OC(C(CC=C)(S(=O)(=O)C1=CC=C(C=C1)OC)CC=C)=O (2-allyl-2-(4-methoxy-benzenesulfonyl)-pent-4-enoic acid ethyl ester). Solvent: CO (methanol), [OH-].[Na+] (NaOH). Product: C(C=C)C(C(=O)O)(C=CC)S(=O)(=O)C1=CC=C(C=C1)OC (2-Allyl-2-(4-methoxy-benzenesulfonyl)-pentenoic acid). RXN SMILES: C([O:3][C:4](=[O:23])[C:5]([CH2:20][CH:21]=[CH2:22])([S:9]([C:12]1[CH:17]=[CH:16][C:15]([O:18][CH3:19])=[CH:14][CH:13]=1)(=[O:11])=[O:10])[CH2:6][CH:7]=[CH2:8])C>CO.[OH-].[Na+]>[CH2:20]([C:5]([S:9]([C:12]1[CH:17]=[CH:16][C:15]([O:18][CH3:19])=[CH:14][CH:13]=1)(=[O:11])=[O:10])([CH:6]=[CH:7][CH3:8])[C:4]([OH:23])=[O:3])[CH:21]=[CH2:22] |f:2.3|. Reported procedure: 2-Allyl-2-(4-methoxy-benzenesulfonyl)-pentenoic acid was prepared starting from 2-allyl-2-(4-methoxy-benzenesulfonyl)-pent-4-enoic acid ethyl ester (2.2 g, 6.5 mmol) dissolved in methanol (50 ml) and 10 N NaOH (30 ml). The resulting reaction mixture was worked up as outlined in Example 9. Yield 1.76 g, 87%; yellowish oil; MS: 311 (M+H)+. Reactants: CCOC(=O)C=P(c1ccccc1)(c1ccccc1)c1ccccc1, CC#N, O=C1CCOCC1. Product: CCOC(=O)C=C1CCOCC1. RXN SMILES: [C:8](=[O:9])([O:10][CH2:11][CH3:12])[CH:13]=[P:14]([c:15]1[cH:16][cH:17][cH:18][cH:19][cH:20]1)([c:21]1[cH:22][cH:23][cH:24][cH:25][cH:26]1)[c:27]1[cH:28][cH:29][cH:30][cH:31][cH:32]1.[CH3:33][C:34]#[N:35].[O:1]1[CH2:2][CH2:3][C:4](=[O:7])[CH2:5][CH2:6]1>>[O:1]1[CH2:2][CH2:3][C:4](=[CH:13][C:8](=[O:9])[O:10][CH2:11][CH3:12])[CH2:5][CH2:6]1. Reactants: C(#N)C=1C(=C(N(C1CC)C)C(=O)O)C1=CC=C(C=C1)C1=C(C=CC=C1)C#N (4-Cyano-3-[4-(2-cyanophenyl)phenyl]-5-ethyl-1-methylpyrrole-2-carboxylic acid), CS(=O)C.O (DMSO H2O). Yields the product CS(=O)C.C(#N)C=1C(=C(N(C1CC)C)C(=O)O)C1=CC=C(C=C1)C1=C(C=CC=C1)C#N (4-cyano-3-[4-(2-cyanophenyl)phenyl]-5-ethyl-1-methylpyrrole-2-carboxylic acid dimethylsulfoxide). As a reaction SMILES: [C:1]([C:3]1[C:4]([C:14]2[CH:19]=[CH:18][C:17]([C:20]3[CH:25]=[CH:24][CH:23]=[CH:22][C:21]=3[C:26]#[N:27])=[CH:16][CH:15]=2)=[C:5]([C:11]([OH:13])=[O:12])[N:6]([CH3:10])[C:7]=1[CH2:8][CH3:9])#[N:2].[CH3:28][S:29]([CH3:31])=[O:30].O>>[CH3:28][S:29]([CH3:31])=[O:30].[C:1]([C:3]1[C:4]([C:14]2[CH:19]=[CH:18][C:17]([C:20]3[CH:25]=[CH:24][CH:23]=[CH:22][C:21]=3[C:26]#[N:27])=[CH:16][CH:15]=2)=[C:5]([C:11]([OH:13])=[O:12])[N:6]([CH3:10])[C:7]=1[CH2:8][CH3:9])#[N:2] |f:1.2,3.4|. Reported procedure: 4-Cyano-3-[4-(2-cyanophenyl)phenyl]-5-ethyl-1-methylpyrrole-2-carboxylic acid, Form I (300 mg) is slurried at RT in a 1:1 v/v mixture (8 mL) of DMSO-H2O for approximately 22 hours, yielding the title compound as a clumpy, granular solid. The reactants are NC1=C(C=NN1C(CCCC1=CC=CC=C1)C(C)O)C(=O)N (5-amino-1-[1-(1-hydroxy-ethyl)-4-phenyl-butyl]-1H-pyrazole-4-carboxamide), BrC1=CC=C(C=C1)CC(=O)Cl (4-bromophenylacetyl chloride). The product is BrC1=CC=C(CC=2NC(C3=C(N2)N(N=C3)C(CCCC3=CC=CC=C3)C(C)O)=O)C=C1 (6-(4-bromo-benzyl)-1-[1-(1-hydroxy-ethyl)-4-phenyl-butyl]-1,5-dihydro-pyrazolo-[3,4-d]pyrimidin-4-one). As a reaction SMILES: [NH2:1][C:2]1[N:6]([CH:7]([CH:17]([OH:19])[CH3:18])[CH2:8][CH2:9][CH2:10][C:11]2[CH:16]=[CH:15][CH:14]=[CH:13][CH:12]=2)[N:5]=[CH:4][C:3]=1[C:20]([NH2:22])=[O:21].[Br:23][C:24]1[CH:29]=[CH:28][C:27]([CH2:30][C:31](Cl)=O)=[CH:26][CH:25]=1>>[Br:23][C:24]1[CH:29]=[CH:28][C:27]([CH2:30][C:31]2[NH:22][C:20](=[O:21])[C:3]3[CH:4]=[N:5][N:6]([CH:7]([CH:17]([OH:19])[CH3:18])[CH2:8][CH2:9][CH2:10][C:11]4[CH:12]=[CH:13][CH:14]=[CH:15][CH:16]=4)[C:2]=3[N:1]=2)=[CH:26][CH:25]=1. Procedure: Starting from 2.1 g (6.95 mmol) of 5-amino-1-[1-(1-hydroxy-ethyl)-4-phenyl-butyl]-1H-pyrazole-4-carboxamide and 4.05 mg (17.38 mmol) of 4-bromophenylacetyl chloride, the title compounds are prepared analogously to the protocol of Example 13. This gives 594 mg (18%) of the diastereomer which elutes more rapidly, M.p.: 117° C., and 372 mg (11%) of the diastereomer which elutes more slowly, M.p.: 116° C. Reactants: COc1cccc(C(C)N)c1, CO, CC(C)[O-], CC(C)[O-], CC(C)[O-], CC(C)[O-], ClC(Cl)Cl, CC(=O)CCc1cccc(C(F)(F)F)c1, [Ti+4]. The product is COc1cccc(C(C)NC(C)CCc2cccc(C(F)(F)F)c2)c1. As a reaction SMILES: [CH3:16][O:17][c:18]1[cH:19][c:20]([CH:24]([CH3:25])[NH2:26])[cH:21][cH:22][cH:23]1.[CH3:27][OH:28].[CH3:33][CH:34]([CH3:35])[O-:36].[CH3:38][CH:39]([CH3:40])[O-:41].[CH3:42][CH:43]([CH3:44])[O-:45].[CH3:46][CH:47]([CH3:48])[O-:49].[CH:29]([Cl:30])([Cl:31])[Cl:32].[F:1][C:2]([c:3]1[cH:4][c:5]([CH2:9][CH2:10][C:11]([CH3:12])=[O:13])[cH:6][cH:7][cH:8]1)([F:14])[F:15].[Ti+4:37]>>[F:1][C:2]([c:3]1[cH:4][c:5]([CH2:9][CH2:10][CH:11]([CH3:12])[NH:26][CH:24]([c:20]2[cH:19][c:18]([O:17][CH3:16])[cH:23][cH:22][cH:21]2)[CH3:25])[cH:6][cH:7][cH:8]1)([F:14])[F:15].